This data is from the Open Reaction Database (ORD), a public repository of structured organic reaction records. The task is: describe an organic reaction: reactants, conditions, products, and yield The reactants are CC(C)(C)OC(=O)NCc1ncc(CO)s1, C1CCOC1, O=C1NC(=O)c2ccccc21, CCOC(=O)N=NC(=O)OCC, c1ccc(P(c2ccccc2)c2ccccc2)cc1. The product is CC(C)(C)OC(=O)NCc1ncc(CN2C(=O)c3ccccc3C2=O)s1. Reaction SMILES: [C:1]([CH3:2])([CH3:3])([CH3:4])[O:5][C:6](=[O:7])[NH:8][CH2:9][c:10]1[s:11][c:12]([CH2:15][OH:16])[cH:13][n:14]1.[CH2:59]1[O:60][CH2:61][CH2:62][CH2:63]1.[O:17]=[C:18]1[NH:19][C:20](=[O:21])[c:22]2[cH:23][cH:24][cH:25][cH:26][c:27]21.[O:47]=[C:48]([O:49][CH2:50][CH3:51])[N:52]=[N:53][C:54]([O:55][CH2:56][CH3:57])=[O:58].[c:28]1([P:29]([c:30]2[cH:31][cH:32][cH:33][cH:34][cH:35]2)[c:36]2[cH:37][cH:38][cH:39][cH:40][cH:41]2)[cH:42][cH:43][cH:44][cH:45][cH:46]1>>[C:1]([CH3:2])([CH3:3])([CH3:4])[O:5][C:6](=[O:7])[NH:8][CH2:9][c:10]1[s:11][c:12]([CH2:15][N:19]2[C:18](=[O:17])[c:27]3[c:22]([cH:23][cH:24][cH:25][cH:26]3)[C:20]2=[O:21])[cH:13][n:14]1. The reactants are C1CCNCC1, CC#N, CC(C)(C)SCC(NC(=O)OCC1c2ccccc2-c2ccccc21)C(=O)OC1CCCC1. Yields the product CC(C)(C)SCC(N)C(=O)OC1CCCC1. RXN SMILES: [CH2:34]1[CH2:35][CH2:36][NH:37][CH2:38][CH2:39]1.[CH3:40][C:41]#[N:42].[CH:1]1([O:6][C:7]([CH:8]([CH2:9][S:10][C:11]([CH3:12])([CH3:13])[CH3:14])[NH:15][C:16]([O:17][CH2:18][CH:19]2[c:20]3[cH:21][cH:22][cH:23][cH:24][c:25]3-[c:26]3[c:27]2[cH:28][cH:29][cH:30][cH:31]3)=[O:32])=[O:33])[CH2:2][CH2:3][CH2:4][CH2:5]1>>[CH:1]1([O:6][C:7]([CH:8]([CH2:9][S:10][C:11]([CH3:12])([CH3:13])[CH3:14])[NH2:15])=[O:33])[CH2:2][CH2:3][CH2:4][CH2:5]1. Starting materials: Cl.COC([C@@H](N)CC1=CC=C(C=C1)OCC1=C(C=CC=C1Cl)Cl)=O (O-(2,6-dichlorobenzyl)-L-tyrosine methyl ester hydrochloride), N1=C(C=CC=C1)C(=O)O (2-picolinic acid), 60V. Product: N1=C(C=CC=C1)C(=O)N[C@@H](CC1=CC=C(C=C1)OCC1=C(C=CC=C1Cl)Cl)C(=O)O (N-(Pyridine-2-carbonyl)-O-(2,6-dichlorobenzyl)-L-tyrosine). As a reaction SMILES: Cl.C[O:3][C:4](=[O:24])[C@H:5]([CH2:7][C:8]1[CH:13]=[CH:12][C:11]([O:14][CH2:15][C:16]2[C:21]([Cl:22])=[CH:20][CH:19]=[CH:18][C:17]=2[Cl:23])=[CH:10][CH:9]=1)[NH2:6].[N:25]1[CH:30]=[CH:29][CH:28]=[CH:27][C:26]=1[C:31](O)=[O:32]>>[N:25]1[CH:30]=[CH:29][CH:28]=[CH:27][C:26]=1[C:31]([NH:6][C@H:5]([C:4]([OH:3])=[O:24])[CH2:7][C:8]1[CH:13]=[CH:12][C:11]([O:14][CH2:15][C:16]2[C:21]([Cl:22])=[CH:20][CH:19]=[CH:18][C:17]=2[Cl:23])=[CH:10][CH:9]=1)=[O:32] |f:0.1|. Reported procedure: from O-(2,6-dichlorobenzyl)-L-tyrosine methyl ester hydrochloride and 2-picolinic acid. δH (DMSO-d6) 8.8-8.6 (2H, m), 8.0 (2H, m), 7.7-7.4 (4H, m), 7.14 (2H, d, J 8.7 Hz), 6.92 (2H, d, J 8.7 Hz), 5.15 (2H, s), 4.72 (1H, m), 3.17 (2H, m); m/z (ESI, 60V) 445 (MH+). The reactants are CC(=O)N(Cc1cc(C(F)(F)F)cc(C(F)(F)F)c1)C1CCCN(C(=O)OC(C)C)c2c(Br)cc(C)cc21, CC(=O)N(Cc1cc(C(F)(F)F)cc(C(F)(F)F)c1)C1CCCN(C(=O)OC(C)C)c2cc(N)ccc21. The product is CC(=O)N(Cc1cc(C(F)(F)F)cc(C(F)(F)F)c1)C1CCCN(C(=O)OC(C)C)c2c(N)cc(C)cc21. Reaction SMILES: [C:1]([CH3:2])(=[O:3])[N:4]([CH:5]1[c:6]2[c:7]([c:18]([Br:23])[cH:19][c:20]([CH3:22])[cH:21]2)[N:8]([C:12](=[O:13])[O:14][CH:15]([CH3:16])[CH3:17])[CH2:9][CH2:10][CH2:11]1)[CH2:24][c:25]1[cH:26][c:27]([C:35]([F:36])([F:37])[F:38])[cH:28][c:29]([C:31]([F:32])([F:33])[F:34])[cH:30]1.[C:39]([N:42]([CH2:40][c:41]1[cH:43][c:44]([C:45]([F:46])([F:47])[F:48])[cH:49][c:50]([C:51]([F:52])([F:53])[F:54])[cH:55]1)[CH:56]1[CH2:57][CH2:58][CH2:59][N:60]([C:61]([O:62][CH:63]([CH3:64])[CH3:65])=[O:66])[c:67]2[cH:68][c:69]([NH2:70])[cH:71][cH:72][c:73]21)(=[O:74])[CH3:75]>>[C:1]([CH3:2])(=[O:3])[N:4]([CH:5]1[c:6]2[c:7]([c:18]([NH2:42])[cH:19][c:20]([CH3:22])[cH:21]2)[N:8]([C:12](=[O:13])[O:14][CH:15]([CH3:16])[CH3:17])[CH2:9][CH2:10][CH2:11]1)[CH2:24][c:25]1[cH:26][c:27]([C:35]([F:36])([F:37])[F:38])[cH:28][c:29]([C:31]([F:32])([F:33])[F:34])[cH:30]1. Starting materials: [Li]C(C)(C)C, C1CCOC1, O=Cc1ccc2c(c1)OCO2, c1ccc2sccc2c1. The product is OC(c1ccc2c(c1)OCO2)c1cc2ccccc2s1. RXN SMILES: [C:10]([Li:11])([CH3:12])([CH3:13])[CH3:14].[CH2:26]1[O:27][CH2:28][CH2:29][CH2:30]1.[CH:15](=[O:16])[c:17]1[cH:18][cH:19][c:20]2[c:24]([cH:25]1)[O:23][CH2:22][O:21]2.[s:1]1[c:2]2[c:3]([cH:4][cH:5]1)[cH:6][cH:7][cH:8][cH:9]2>>[s:1]1[c:2]2[c:3]([cH:4][c:5]1[CH:15]([OH:16])[c:17]1[cH:18][cH:19][c:20]3[c:24]([cH:25]1)[O:23][CH2:22][O:21]3)[cH:6][cH:7][cH:8][cH:9]2. The reactants are [Br-].N1N=C(C2=CC=CC=C12)C[P+](C1=CC=CC=C1)(C1=CC=CC=C1)C1=CC=CC=C1 ((1H-indazol-3-ylmethyl)triphenylphosphonium bromide), C1CCC2=NCCCN2CC1 (DBU), CSC1=C(C=O)C=CC=C1 (2-methylsulfanylbenzaldehyde). Run in CO (methanol). Conditions: time 2 hour. Yields the product CSC1=C(C=CC=C1)/C=C/C1=NNC2=CC=CC=C12 ((E)-3-[2-(2-methylsulfanylphenyl)vinyl]-1H-indazole). The yield is 28.6%. As a reaction SMILES: [Br-].[NH:2]1[C:10]2[C:5](=[CH:6][CH:7]=[CH:8][CH:9]=2)[C:4]([CH2:11][P+](C2C=CC=CC=2)(C2C=CC=CC=2)C2C=CC=CC=2)=[N:3]1.C1CCN2C(=NCCC2)CC1.[CH3:42][S:43][C:44]1[CH:51]=[CH:50][CH:49]=[CH:48][C:45]=1[CH:46]=O>CO>[CH3:42][S:43][C:44]1[CH:51]=[CH:50][CH:49]=[CH:48][C:45]=1/[CH:46]=[CH:11]/[C:4]1[C:5]2[C:10](=[CH:9][CH:8]=[CH:7][CH:6]=2)[NH:2][N:3]=1 |f:0.1|. Procedure details: A solution of (1H-indazol-3-ylmethyl)triphenylphosphonium bromide (0.10 g, 0.21 mmol) in methanol (0.60 mL) was added with DBU (0.047 mL, 0.32 mmol) and 2-methylsulfanylbenzaldehyde (0.035 g, 0.23 mmol) obtained in Step 2 was further added, followed by stirring at room temperature for 2.0 hours. The reaction mixture was concentrated under reduced pressure and the residue was purified by silica gel column chromatography (chloroform/methanol=100/0 to 95/5). The obtained compound was washed with hy... Product: CCCS(=O)(=O)Nc1ccc(Cl)c(C(=O)Nc2cnc3c(c2)c(OC)nn3Cc2ccc(OC)cc2)c1F. Reactants: COc1ccc(Cn2nc(OC)c3cc(N)cnc32)cc1, CCN=C=NCCCN(C)C, CCCS(=O)(=O)Nc1ccc(Cl)c(C(=O)O)c1F, CN(C)C=O, On1nnc2ccccc21. RXN SMILES: [CH3:1][O:2][c:3]1[n:4][n:5]([CH2:13][c:14]2[cH:15][cH:16][c:17]([O:20][CH3:21])[cH:18][cH:19]2)[c:6]2[n:7][cH:8][c:9]([NH2:12])[cH:10][c:11]12.[CH3:40][CH2:41][N:42]=[C:43]=[N:44][CH2:45][CH2:46][CH2:47][N:48]([CH3:49])[CH3:50].[Cl:22][c:23]1[cH:24][cH:25][c:26]([NH:33][S:34](=[O:35])(=[O:36])[CH2:37][CH2:38][CH3:39])[c:27]([F:32])[c:28]1[C:29](=[O:30])[OH:31].[O:61]=[CH:62][N:63]([CH3:64])[CH3:65].[OH:51][n:52]1[c:53]2[c:54]([cH:55][cH:56][cH:57][cH:58]2)[n:59][n:60]1>>[CH3:1][O:2][c:3]1[n:4][n:5]([CH2:13][c:14]2[cH:15][cH:16][c:17]([O:20][CH3:21])[cH:18][cH:19]2)[c:6]2[n:7][cH:8][c:9]([NH:12][C:29]([c:28]3[c:23]([Cl:22])[cH:24][cH:25][c:26]([NH:33][S:34](=[O:35])(=[O:36])[CH2:37][CH2:38][CH3:39])[c:27]3[F:32])=[O:30])[cH:10][c:11]12.